This data is from the Open Reaction Database (ORD), a public repository of structured organic reaction records. The task is: describe an organic reaction: reactants, conditions, products, and yield Reactants: CCCCNCc1ccc(-c2ccccc2S(=O)(=O)NC(C)(C)C)cc1, Cc1ccccc1, O=C(Cl)Cl, [Na+], [OH-]. Product: CCCCN(Cc1ccc(-c2ccccc2S(=O)(=O)NC(C)(C)C)cc1)C(=O)Cl. RXN SMILES: [CH2:1]([CH2:2][CH2:3][CH3:4])[NH:5][CH2:6][c:7]1[cH:8][cH:9][c:10](-[c:13]2[c:14]([S:19]([NH:20][C:21]([CH3:22])([CH3:23])[CH3:24])(=[O:25])=[O:26])[cH:15][cH:16][cH:17][cH:18]2)[cH:11][cH:12]1.[CH3:33][c:34]1[cH:35][cH:36][cH:37][cH:38][cH:39]1.[Cl:29][C:30]([Cl:31])=[O:32].[Na+:28].[OH-:27]>>[CH2:1]([CH2:2][CH2:3][CH3:4])[N:5]([CH2:6][c:7]1[cH:8][cH:9][c:10](-[c:13]2[c:14]([S:19]([NH:20][C:21]([CH3:22])([CH3:23])[CH3:24])(=[O:25])=[O:26])[cH:15][cH:16][cH:17][cH:18]2)[cH:11][cH:12]1)[C:30]([Cl:29])=[O:32]. The reactants are ClC1=C(N=CN(C1=O)C=1C=C(C(=O)NCC(=O)N)C=CC1C)OCC1=C(C=C(C=C1)F)F (3-[5-chloro-4-[(2,4-difluorobenzyl)oxy]-6-oxopyrimidin-1(6H)-yl]-N-[1-(aminocarbonyl)methyl]-4-methylbenzamide), Cl.NCC(=O)N (glycineamide HCl). The product is NC(=O)[C@@H](C)NC(C1=CC(=C(C=C1)C)N1C=NC(=C(C1=O)Cl)OCC1=C(C=C(C=C1)F)F)=O (N-[(1R)-1-(aminocarbonyl)ethyl]-3-[5-chloro-4-[(2,4-difluorobenzyl)oxy]-6-oxopyrimidin-1(6H)-yl]-4-methylbenzamide). As a reaction SMILES: [Cl:1][C:2]1[C:7](=[O:8])[N:6]([C:9]2[CH:10]=[C:11]([CH:19]=[CH:20][C:21]=2[CH3:22])[C:12]([NH:14][CH2:15][C:16]([NH2:18])=[O:17])=[O:13])[CH:5]=[N:4][C:3]=1[O:23][CH2:24][C:25]1[CH:30]=[CH:29][C:28]([F:31])=[CH:27][C:26]=1[F:32].Cl.N[CH2:35]C(N)=O>>[NH2:18][C:16]([C@H:15]([NH:14][C:12](=[O:13])[C:11]1[CH:19]=[CH:20][C:21]([CH3:22])=[C:9]([N:6]2[C:7](=[O:8])[C:2]([Cl:1])=[C:3]([O:23][CH2:24][C:25]3[CH:30]=[CH:29][C:28]([F:31])=[CH:27][C:26]=3[F:32])[N:4]=[CH:5]2)[CH:10]=1)[CH3:35])=[O:17] |f:1.2|. Reported procedure: The title compound was prepared using a procedure similar to that used in Step 4 of the synthesis of 3-[5-chloro-4-[(2,4-difluorobenzyl)oxy]-6-oxopyrimidin-1(6H)-yl]-N-[1-(aminocarbonyl)methyl]-4-methylbenzamide by substituting D-alanine amide HCl for glycineamide HCl. 1H NMR (CD3OD/400 MHz) δ8.32 (s, 1H), 7.96 (m, 1H), 7.82 (m, 1H), 7.61 (q, 1H, J=8.4 Hz), 7.53 (d, 1H, J=8.0 Hz), 7.02 (m, 2H), 5.60 (m, 2H), 4.54 (q, 1H, J=6.0 Hz), 2.20 (s, 3H), 1.45 (d, 3H, J=6.0 Hz). ESHRMS m/z 477.1104 (M+H c... The reactants are O1C=NC2=C1C=C(C=C2)OC[C@H](C)NC(OC(C)(C)C)=O (tert-butyl ((2S)-1-(1,3-benzoxazol-6-yloxy)propan-2-yl)carbamate), BrC1=NC=C(C=C1)OCC1CC1 (2-bromo-5-(cyclopropylmethoxy)pyridine), C(CCC)P(C12CC3CC(CC(C1)C3)C2)C23CC1CC(CC(C2)C1)C3 (butyldi(1-adamantyl)phosphine), P(=O)([O-])([O-])[O-].[K+].[K+].[K+] (tripotassium phosphate). The reagents and catalysts are C(C)(=O)[O-].[Pd+2].C(C)(=O)[O-] (palladium(II) acetate). Solvent: CN1C(CCC1)=O (N-methylpyrrolidone), C(C)(=O)OCC (ethyl acetate), O (water). Conditions: temperature 125 celsius, time 15 hour. Yields the product C1(CC1)COC=1C=CC(=NC1)C=1OC2=C(N1)C=CC(=C2)OC[C@H](C)NC(OC(C)(C)C)=O (tert-butyl ((2S)-1-((2-(5-(cyclopropylmethoxy)pyridin-2-yl)-1,3-benzoxazol-6-yl)oxy)propan-2-yl)carbamate). Yield: 47.6%. As a reaction SMILES: [O:1]1[C:5]2[CH:6]=[C:7]([O:10][CH2:11][C@@H:12]([NH:14][C:15](=[O:21])[O:16][C:17]([CH3:20])([CH3:19])[CH3:18])[CH3:13])[CH:8]=[CH:9][C:4]=2[N:3]=[CH:2]1.Br[C:23]1[CH:28]=[CH:27][C:26]([O:29][CH2:30][CH:31]2[CH2:33][CH2:32]2)=[CH:25][N:24]=1.C(P(C12CC3CC(CC(C3)C1)C2)C12CC3CC(CC(C3)C1)C2)CCC.P([O-])([O-])([O-])=O.[K+].[K+].[K+]>C(OCC)(=O)C.O.C([O-])(=O)C.[Pd+2].C([O-])(=O)C.CN1CCCC1=O>[CH:31]1([CH2:30][O:29][C:26]2[CH:27]=[CH:28][C:23]([C:2]3[O:1][C:5]4[CH:6]=[C:7]([O:10][CH2:11][C@@H:12]([NH:14][C:15](=[O:21])[O:16][C:17]([CH3:20])([CH3:19])[CH3:18])[CH3:13])[CH:8]=[CH:9][C:4]=4[N:3]=3)=[N:24][CH:25]=2)[CH2:32][CH2:33]1 |f:3.4.5.6,9.10.11|. Procedure details: A mixture of tert-butyl ((2S)-1-(1,3-benzoxazol-6-yloxy)propan-2-yl)carbamate (516 mg), 2-bromo-5-(cyclopropylmethoxy)pyridine (604 mg), palladium(II) acetate (19.8 mg), butyldi(1-adamantyl)phosphine (63.3 mg), tripotassium phosphate (749 mg) and N-methylpyrrolidone (7 mL) was stirred at 125° C. for 15 hr under an argon atmosphere. The reaction mixture was allowed to cool to room temperature, and diluted with ethyl acetate and water, and the organic layer was separated. The organic layer was was... Yields the product CP(=O)(C)C=1N=C(C(=NC1)C1=NC=C(C(=N1)NCCC1=CNC2=CC=CC=C12)C(F)(F)F)OC (2-[5-(dimethylphosphoryl)-3-methoxypyrazin-2-yl]-N-[2-(1H-indol-3-yl)ethyl]-5-(trifluoromethyl)pyrimidin-4-amine). Procedure details: This compound can be prepared by reacting tryptamine with 4-chloro-2-[5-(dimethylphosphoryl)-3-methoxypyrazin-2-yl]-5-(trifluoromethyl)pyrimidine as described in Example 36. Starting materials: NCCC1=CNC2=CC=CC=C12 (tryptamine), ClC1=NC(=NC=C1C(F)(F)F)C1=NC=C(N=C1OC)P(=O)(C)C (4-chloro-2-[5-(dimethylphosphoryl)-3-methoxypyrazin-2-yl]-5-(trifluoromethyl)pyrimidine). Reaction SMILES: [NH2:1][CH2:2][CH2:3][C:4]1[C:12]2[C:7](=[CH:8][CH:9]=[CH:10][CH:11]=2)[NH:6][CH:5]=1.Cl[C:14]1[C:19]([C:20]([F:23])([F:22])[F:21])=[CH:18][N:17]=[C:16]([C:24]2[C:29]([O:30][CH3:31])=[N:28][C:27]([P:32]([CH3:35])([CH3:34])=[O:33])=[CH:26][N:25]=2)[N:15]=1>>[CH3:35][P:32]([C:27]1[N:28]=[C:29]([O:30][CH3:31])[C:24]([C:16]2[N:17]=[C:18]([NH:1][CH2:2][CH2:3][C:4]3[C:12]4[C:7](=[CH:8][CH:9]=[CH:10][CH:11]=4)[NH:6][CH:5]=3)[C:19]([C:20]([F:22])([F:23])[F:21])=[CH:14][N:15]=2)=[N:25][CH:26]=1)([CH3:34])=[O:33]. Starting materials: ClC=1C=CC2=C(C(CC3(CCC3)O2)O)C1 (6-Chloro-3,4-dihydro-4-hydroxy-spiro[2H-1-benzopyran-2,1′-cyclobutane]), S(O)(O)(=O)=O (sulfuric acid), C(C)#N (acetonitrile), C(C)#N (acetonitrile). Run at time 2 hour. The product is C(C)(=O)NC1CC2(CCC2)OC2=C1C=C(C=C2)Cl (4-Acetamido-6-chloro-3,4-dihydro-spiro[2H-1-benzopyran-2,1′-cyclobutane]). Reaction SMILES: [Cl:1][C:2]1[CH:3]=[CH:4][C:5]2[O:13][C:9]3([CH2:12][CH2:11][CH2:10]3)[CH2:8][CH:7](O)[C:6]=2[CH:15]=1.S(=O)(=O)(O)[OH:17].[C:21](#[N:23])[CH3:22]>>[C:21]([NH:23][CH:7]1[C:6]2[CH:15]=[C:2]([Cl:1])[CH:3]=[CH:4][C:5]=2[O:13][C:9]2([CH2:12][CH2:11][CH2:10]2)[CH2:8]1)(=[O:17])[CH3:22]. Reported procedure: A solution of 6-Chloro-3,4-dihydro-4-hydroxy-spiro[2H-1-benzopyran-2,1′-cyclobutane] (10 mmol) in acetonitrile (30-50 ml) was added to a solution of concentrated sulfuric acid (30 mmol) in acetonitrile (10 ml), at 0 to −10° C. The reaction mixture was stirred for about 2 hrs and was allowed to warm up, to room temperature. It was then added on ice. The corresponding acetamido derivative was separated out as a white solid which was filtered, washed with water and dried. Procedure: To a solution of (4-chlorophenyl)(4,5-dimethylthiophen-3-yl)methanone (1.99 g, 7.94 mmol) in DMF (15 mL) was added N-bromosuccinimide (1.55 g, 8.71 mmol) in one portion. After 2 h, the reaction mixture was partitioned between water and MTBE. The aqueous layer was extracted with MTBE and the combined organic layer was washed with 1% sodium thiosulfate, water, dried over Na2SO4 and concentrated to give light yellow solids. The resultant solids was purified on Biotage system (gradient elution 1% Et... Yields the product BrC=1SC(=C(C1C(=O)C1=CC=C(C=C1)Cl)C)C ((2-Bromo-4,5-dimethylthiophen-3-yl)(4-chlorophenyl)methanone). Starting materials: ClC1=CC=C(C=C1)C(=O)C1=CSC(=C1C)C ((4-chlorophenyl)(4,5-dimethylthiophen-3-yl)methanone), BrN1C(CCC1=O)=O (N-bromosuccinimide). RXN SMILES: [Cl:1][C:2]1[CH:7]=[CH:6][C:5]([C:8]([C:10]2[C:14]([CH3:15])=[C:13]([CH3:16])[S:12][CH:11]=2)=[O:9])=[CH:4][CH:3]=1.[Br:17]N1C(=O)CCC1=O>CN(C=O)C>[Br:17][C:11]1[S:12][C:13]([CH3:16])=[C:14]([CH3:15])[C:10]=1[C:8]([C:5]1[CH:4]=[CH:3][C:2]([Cl:1])=[CH:7][CH:6]=1)=[O:9]. Yield: 91.7%. Conditions: time 2 hour. The solvent is CN(C)C=O (DMF).